This data is from the Open Reaction Database (ORD), a public repository of structured organic reaction records. The task is: describe an organic reaction: reactants, conditions, products, and yield Reactants: CC(C(C1=C(C=C(C=C1)N1N=C2CCCCC2=C1)C)NC1=CC=C(C(=O)OC)C=C1)C (methyl 4-((2-methyl-1-(2-methyl-4-(4,5,6,7-tetrahydro-2H-indazol-2-yl)phenyl)propyl)amino)benzoate), C1CCOC1 (THF), [OH-].[Na+] (sodium hydroxide). The solvent is CO (methanol). Run at temperature 50 celsius, time 8 hour. Yields the product CC(C(C1=C(C=C(C=C1)N1N=C2CCCCC2=C1)C)NC1=CC=C(C(=O)O)C=C1)C (4-((2-methyl-1-(2-methyl-4-(4,5,6,7-tetrahydro-2H-indazol-2-yl)phenyl)propyl)amino)benzoic acid). As a reaction SMILES: [CH3:1][CH:2]([CH3:31])[CH:3]([NH:20][C:21]1[CH:30]=[CH:29][C:24]([C:25]([O:27]C)=[O:26])=[CH:23][CH:22]=1)[C:4]1[CH:9]=[CH:8][C:7]([N:10]2[CH:18]=[C:17]3[C:12]([CH2:13][CH2:14][CH2:15][CH2:16]3)=[N:11]2)=[CH:6][C:5]=1[CH3:19].C1COCC1.[OH-].[Na+]>CO>[CH3:1][CH:2]([CH3:31])[CH:3]([NH:20][C:21]1[CH:30]=[CH:29][C:24]([C:25]([OH:27])=[O:26])=[CH:23][CH:22]=1)[C:4]1[CH:9]=[CH:8][C:7]([N:10]2[CH:18]=[C:17]3[C:12]([CH2:13][CH2:14][CH2:15][CH2:16]3)=[N:11]2)=[CH:6][C:5]=1[CH3:19] |f:2.3|. Reported procedure: To a mixture of methyl 4-((2-methyl-1-(2-methyl-4-(4,5,6,7-tetrahydro-2H-indazol-2-yl)phenyl)propyl)amino)benzoate (137.3 mg), THF (0.6 mL) and methanol (0.6 mL) was added 1M aqueous sodium hydroxide solution (0.658 mL), and the mixture was stirred at 50° C. overnight. The solvent was evaporated under reduced pressure, the resulting mixture was neutralized with 1M hydrochloric acid (0.658 mL), and extracted with ethyl acetate. The extract was washed with saturated brine, and dried over anhydrous... The reactants are ClC1=NC=C(C(=N1)Cl)[N+](=O)[O-] (2,4-dichloro-5-nitro-pyrimidine), C([O-])(O)=O.[Na+] (sodium bicarbonate), C(C)(=O)OCC (ethyl acetate), Cl.COC(C[C@@H]1NCCC1)=O ((2R)-pyrrolidin-2-yl-acetic acid methyl ester hydrochloride). Solvent: C(Cl)(Cl)Cl (chloroform). Reaction conditions: time 17 hour. The product is COC(C[C@@H]1N(CCC1)C1=NC(=NC=C1[N+](=O)[O-])Cl)=O ([(R)-1-(2-chloro-5-nitro-pyrimidin-4-yl)-pyrrolidin-2-yl]-acetic acid methyl ester). The yield is 91.5%. As a reaction SMILES: Cl.[CH3:2][O:3][C:4](=[O:11])[CH2:5][C@H:6]1[CH2:10][CH2:9][CH2:8][NH:7]1.[Cl:12][C:13]1[N:18]=[C:17](Cl)[C:16]([N+:20]([O-:22])=[O:21])=[CH:15][N:14]=1.C(=O)(O)[O-].[Na+].C(OCC)(=O)C>C(Cl)(Cl)Cl>[CH3:2][O:3][C:4](=[O:11])[CH2:5][C@H:6]1[CH2:10][CH2:9][CH2:8][N:7]1[C:15]1[C:16]([N+:20]([O-:22])=[O:21])=[CH:17][N:18]=[C:13]([Cl:12])[N:14]=1 |f:0.1,3.4|. Procedure details: To a solution of 2.0 g (0.012 mole) of D-beta-homoproline hydrochloride in 20 mL of methanol was added slowly 1.8 mL (0.024 mole) of thionyl chloride at 0 degrees. The mixture was stirred overnight, then concentrated under reduced pressure. The solid was slurried in ether, and collected by filtration to give 2.2 g of (2R)-pyrrolidin-2-yl-acetic acid methyl ester hydrochloride as a white solid. A solution of 2.2 g (0.012 mole) of (2R)-pyrrolidin-2-yl-acetic acid methyl ester hydrochloride in 3 mL... The reactants are C(C)(=O)OCC (Ethyl acetate), CC1(C(N(C(N1)=O)C(=O)C1=CC=CC2=CC=CC=C12)=O)C (5,5-Dimethyl-3-naphthylcarbonylimidazolidine-2,4-dione), ClC=1C=C(CBr)C=CC1 (3-chlorobenzyl bromide), [H-].[Na+] (sodium hydride). The solvent is CN(C)C=O (DMF). Run at time 8 hour. The product is ClC=1C=C(CN2C(N(C(C2(C)C)=O)C(=O)C2=CC=CC3=CC=CC=C23)=O)C=CC1 (1-(3-Chlorobenzyl)-5,5-dimethyl-3-naphthylcarbonylimidazolidine-2,4-dione). The yield is 27.8%. As a reaction SMILES: [CH3:1][C:2]1([CH3:21])[NH:6][C:5](=[O:7])[N:4]([C:8]([C:10]2[C:19]3[C:14](=[CH:15][CH:16]=[CH:17][CH:18]=3)[CH:13]=[CH:12][CH:11]=2)=[O:9])[C:3]1=[O:20].[H-].[Na+].[Cl:24][C:25]1[CH:26]=[C:27]([CH:30]=[CH:31][CH:32]=1)[CH2:28]Br.C(OCC)(=O)C>CN(C=O)C>[Cl:24][C:25]1[CH:26]=[C:27]([CH:30]=[CH:31][CH:32]=1)[CH2:28][N:6]1[C:2]([CH3:21])([CH3:1])[C:3](=[O:20])[N:4]([C:8]([C:10]2[C:19]3[C:14](=[CH:15][CH:16]=[CH:17][CH:18]=3)[CH:13]=[CH:12][CH:11]=2)=[O:9])[C:5]1=[O:7] |f:1.2|. Procedure: 5,5-Dimethyl-3-naphthylcarbonylimidazolidine-2,4-dione (35 mg) was dissolved in DMF (0.4 mL), and sodium hydride (60%, in oil) (5 mg) was added. Then, 3-chlorobenzyl bromide (26 mg) was added, and the mixture was stirred at room temperature overnight. Ethyl acetate (9.5 mL) was added to the reaction solution, separated out white precipitates were filtered, and the filtrate was concentrated and purified by silica gel chromatography (hexane:ethyl acetate=2:1) to obtain 14 mg of white crystals. Reactants: solid, C([O-])([O-])=O.[K+].[K+] (potassium carbonate), FC(S(=O)(=O)OC1=CC=2CC[C@H]3[C@@H]4CC=C([C@@]4(C)CC[C@@H]3C2C=C1)C(NCCCCCCC)=O)(F)F (3-[(trifluoromethyl)sulfonyl]oxy-17-(N-heptylcarbamoyl)estra-1,3,5(10),16-tetraene). Solvent: CO (methanol), O (water). Yields the product OC1=CC=2CC[C@H]3[C@@H]4CC=C([C@@]4(C)CC[C@@H]3C2C=C1)C(NCCCCCCC)=O (3-Hydroxy-17-(N-heptylcarbamoyl) estra-1,3,5(10),16-tetraene). Yield: 87.2%. RXN SMILES: FC(F)(F)S([O:6][C:7]1[CH:24]=[CH:23][C:22]2[C@@H:21]3[C@H:12]([C@H:13]4[C@@:17]([CH2:19][CH2:20]3)([CH3:18])[C:16]([C:25](=[O:34])[NH:26][CH2:27][CH2:28][CH2:29][CH2:30][CH2:31][CH2:32][CH3:33])=[CH:15][CH2:14]4)[CH2:11][CH2:10][C:9]=2[CH:8]=1)(=O)=O.C(=O)([O-])[O-].[K+].[K+]>CO.O>[OH:6][C:7]1[CH:24]=[CH:23][C:22]2[C@@H:21]3[C@H:12]([C@H:13]4[C@@:17]([CH2:19][CH2:20]3)([CH3:18])[C:16]([C:25](=[O:34])[NH:26][CH2:27][CH2:28][CH2:29][CH2:30][CH2:31][CH2:32][CH3:33])=[CH:15][CH2:14]4)[CH2:11][CH2:10][C:9]=2[CH:8]=1 |f:1.2.3|. Reported procedure: About 2.05 g of compound 3a (m=6) was dissolved in a mixture of methanol (90 ml) and water (10 ml). About 1.6 g of solid potassium carbonate (K2CO3) was added and the reaction mixture was refluxed for 2.5 h. After removal of most of the methanol, 50 ml of 1N HCl was added to the reaction mixture. The precipitate formed was filtered and washed with water, yielding the phenol 4a (1.34 g, 87%). Reactants: C=CCc1cccc(C2CCCC2)c1OCc1ccccc1, O=C(OO)c1cccc(Cl)c1, ClCCl. Product: c1ccc(COc2c(CC3CO3)cccc2C2CCCC2)cc1. As a reaction SMILES: [CH2:1]([CH:2]=[CH2:3])[c:4]1[c:5]([O:15][CH2:16][c:17]2[cH:18][cH:19][cH:20][cH:21][cH:22]2)[c:6]([CH:10]2[CH2:11][CH2:12][CH2:13][CH2:14]2)[cH:7][cH:8][cH:9]1.[Cl:23][c:24]1[cH:25][cH:26][cH:27][c:28]([C:29]([O:30][OH:32])=[O:31])[cH:33]1.[Cl:34][CH2:35][Cl:36]>>[CH2:1]([CH:2]1[CH2:3][O:31]1)[c:4]1[c:5]([O:15][CH2:16][c:17]2[cH:18][cH:19][cH:20][cH:21][cH:22]2)[c:6]([CH:10]2[CH2:11][CH2:12][CH2:13][CH2:14]2)[cH:7][cH:8][cH:9]1. Reactants: C(CS(=O)(=O)[O-])S(=O)(=O)[O-] (ethane-1,2-disulfonate), NC=1C=2C=3C(C=C(C3CSN1)CC(=O)NC)=NN(N2)CC2=NC=C(C(=C2Cl)OC)C (2-{4-amino-2-[(3-chloro-4-methoxy-5-methylpyridin-2-yl)methyl]-2,7-dihydro-6-thia-1,2,3,5-tetraazabenzo[cd]azulen-8-yl}-N-methylacetamide). Solvent: CC(=O)C (acetone), CC(=O)C (acetone). Reaction conditions: temperature 5 celsius, time 20 minute. Yields the product C(CS(=O)(=O)O)S(=O)(=O)O.NC=1C=2C=3C(C=C(C3CSN1)CC(=O)NC)=NN(N2)CC2=NC=C(C(=C2Cl)OC)C (2-{4-Amino-2-[(3-chloro-4-methoxy-5-methylpyridin-2-yl)methyl]-2,7-dihydro-6-thia-1,2,3,5-tetraazabenzo[cd]azulen-8-yl}-N-methylacetamide monoethane-1,2-disulfonate). Yield: 50.8%. Reaction SMILES: [CH2:1]([S:7]([O-:10])(=[O:9])=[O:8])[CH2:2][S:3]([O-:6])(=[O:5])=[O:4].[NH2:11][C:12]1[C:13]2[C:14]3[C:15](=[N:27][N:28]([CH2:30][C:31]4[C:36]([Cl:37])=[C:35]([O:38][CH3:39])[C:34]([CH3:40])=[CH:33][N:32]=4)[N:29]=2)[CH:16]=[C:17]([CH2:22][C:23]([NH:25][CH3:26])=[O:24])[C:18]=3[CH2:19][S:20][N:21]=1>CC(C)=O>[CH2:1]([S:7]([OH:10])(=[O:9])=[O:8])[CH2:2][S:3]([OH:6])(=[O:5])=[O:4].[NH2:11][C:12]1[C:13]2[C:14]3[C:15](=[N:27][N:28]([CH2:30][C:31]4[C:36]([Cl:37])=[C:35]([O:38][CH3:39])[C:34]([CH3:40])=[CH:33][N:32]=4)[N:29]=2)[CH:16]=[C:17]([CH2:22][C:23]([NH:25][CH3:26])=[O:24])[C:18]=3[CH2:19][S:20][N:21]=1 |f:3.4|. Procedure details: An acetone solution (50 ml) of ethane-1,2-disulfonate (70 mg, 0.368 mmol) was added at 5° C. to an acetone solution (50 ml) of 2-{4-amino-2-[(3-chloro-4-methoxy-5-methylpyridin-2-yl)methyl]-2,7-dihydro-6-thia-1,2,3,5-tetraazabenzo[cd]azulen-8-yl}-N-methylacetamide (164 mg, 0.368 mmol). The resulting mixture was stirred at 5° C. for 20 minutes. Thereafter, the reaction solution was left at rest at 5° C. for 18 hours, and it was then stirred at room temperature for 7 hours. Thereafter, the precipi... Starting materials: BrC=1C=C(C=CC1)C(CS(=O)(=O)C)=O ((3'-bromo)(methylsulphonyl)acetophenone), COC(N(C)C)OC (N,N-dimethylformamide dimethyl acetal), enaminone, O.NN (hydrazine hydrate). Run at temperature 70 celsius. Yields the product BrC=1C=C(C=CC1)C1=NNC=C1S(=O)(=O)C (3-(3-Bromophenyl)-4-(methylsulphonyl)pyrazole). Reaction SMILES: [Br:1][C:2]1[CH:3]=[C:4]([C:8](=O)[CH2:9][S:10]([CH3:13])(=[O:12])=[O:11])[CH:5]=[CH:6][CH:7]=1.COC(OC)[N:18]([CH3:20])C.O.[NH2:24]N>>[Br:1][C:2]1[CH:3]=[C:4]([C:8]2[C:9]([S:10]([CH3:13])(=[O:12])=[O:11])=[CH:20][NH:18][N:24]=2)[CH:5]=[CH:6][CH:7]=1 |f:2.3|. Procedure details: 1.1 g (0.004 mol) of (3'-bromo)(methylsulphonyl)acetophenone is dissolved in 20 ml (0.14 mol) of N,N-dimethylformamide dimethyl acetal and heated to 70° C. and then, after isolation of the intermediate enaminone, treated with 0.3 ml (0.006 mol) of hydrazine hydrate according to the procedure described in Example No. 1. After purification by trituration in diisopropyl ether, a beige powder is obtained: Reactants: CN(c1cc(NC(=O)OC(C)(C)C)c(NC(=O)CC(=O)c2ccnc(C#N)c2)cc1C(F)(F)F)C1CC1, ClCCl, O=C(O)C(F)(F)F. The product is CN(c1cc2c(cc1C(F)(F)F)NC(=O)CC(c1ccnc(C#N)c1)=N2)C1CC1. Reaction SMILES: [C:1]([O:2][C:3](=[O:4])[NH:7][c:8]1[c:9]([NH:23][C:24]([CH2:25][C:26](=[O:5])[c:28]2[cH:29][c:30]([C:34]#[N:35])[n:31][cH:32][cH:33]2)=[O:36])[cH:10][c:11]([C:19]([F:20])([F:21])[F:22])[c:12]([N:14]([CH3:15])[CH:16]2[CH2:17][CH2:18]2)[cH:13]1)([CH3:6])([CH3:27])[CH3:37].[Cl:45][CH2:46][Cl:47].[F:38][C:39]([F:40])([F:41])[C:42]([OH:43])=[O:44]>>[N:7]1=[C:26]([c:28]2[cH:29][c:30]([C:34]#[N:35])[n:31][cH:32][cH:33]2)[CH2:25][C:24](=[O:36])[NH:23][c:9]2[c:8]1[cH:13][c:12]([N:14]([CH3:15])[CH:16]1[CH2:17][CH2:18]1)[c:11]([C:19]([F:20])([F:21])[F:22])[cH:10]2. Reactants: C=C(C)c1cccc(C#N)c1, CCOC(C)=O. The product is CC(C)c1cccc(C#N)c1. RXN SMILES: [CH2:1]=[C:2]([CH3:3])[c:4]1[cH:5][c:6]([C:7]#[N:8])[cH:9][cH:10][cH:11]1.[CH3:12][CH2:13][O:14][C:15](=[O:16])[CH3:17]>>[CH3:1][CH:2]([CH3:3])[c:4]1[cH:5][c:6]([C:7]#[N:8])[cH:9][cH:10][cH:11]1.